Dataset: the Open Reaction Database (ORD), a public repository of structured organic reaction records. Task: describe an organic reaction: reactants, conditions, products, and yield The reactants are NC1=NC(=C(C=C1)[N+](=O)[O-])C (2-amino-5-nitro-6-methylpyridine), 40. Reagents/catalysts: [Pd] (palladium-on-carbon). Solvent: CCO (EtOH). Reaction conditions: time 18 hour. The product is NC1=NC(=C(C=C1)N)C (2,5-Diamino-6-methylpyridine). The yield is 99.5%. Reaction SMILES: [NH2:1][C:2]1[CH:7]=[CH:6][C:5]([N+:8]([O-])=O)=[C:4]([CH3:11])[N:3]=1>[Pd].CCO>[NH2:1][C:2]1[CH:7]=[CH:6][C:5]([NH2:8])=[C:4]([CH3:11])[N:3]=1. Procedure details: A mixture of 2-amino-5-nitro-6-methylpyridine (5.42 g, 0.0354 mol) (E. D. Parker and W. Shive, J. Amer. Chem. Soc., 69:63 (1947)), absolute EtOH (150 ml) and 10% palladium-on-carbon catalyst (0.488 g) was hydrogenated at an initial pressure of 40 p.s.i. for 18 hours. The catalyst was removed by filtration through celite and the filtrate was concentrated to give 4.34 g of the titled product.